From a dataset of the Open Reaction Database (ORD), a public repository of structured organic reaction records. describe an organic reaction: reactants, conditions, products, and yield Reactants: Cl (hydrochloric acid), ONC1=CC=CC=2C(C3=CC=CC=C3C(C12)=O)=O (1-hydroxylaminoanthraquinone). The reagents and catalysts are [Zn] (zinc). Reaction conditions: temperature 70 celsius. Yields the product 15.5, NC1=CC=CC=2C(C3=CC=CC=C3C(C12)=O)=O (1-aminoanthraquinone). Reaction SMILES: Cl.O[NH:3][C:4]1[C:17]2[C:16](=[O:18])[C:15]3[C:10](=[CH:11][CH:12]=[CH:13][CH:14]=3)[C:9](=[O:19])[C:8]=2[CH:7]=[CH:6][CH:5]=1>[Zn]>[NH2:3][C:4]1[C:17]2[C:16](=[O:18])[C:15]3[C:10](=[CH:11][CH:12]=[CH:13][CH:14]=3)[C:9](=[O:19])[C:8]=2[CH:7]=[CH:6][CH:5]=1. Reported procedure: To 700 parts of a 3 % aqueous hydrochloric acid there was added 50 parts of 1-hydroxylaminoanthraquinone and the mixture was heated with stirring to 70°C, then added thereto little by little 16 parts of zinc dust over 1 hour. The reaction mixture was maintained at 70°C for additional 4 hours. Zinc dust was completely consumed during the reaction course but a fairly large amount of 1-hydroxylaminoanthraquinone remained unreacted. The reaction mixture was cooled to 25°C and filtered. The residue w... The reactants are C(C)(=O)NC1=CC=CC=C1 (acetanilide), C(C(=O)[O-])(=O)[O-] (oxalate), [H-].[Na+] (sodium hydride), CI (methyl iodide). Run in CN(C=O)C (dimethylformamide). Reaction conditions: time 1 hour. Product: C(C(=O)O)(=O)O.C(C(=O)O)(=O)O.C(C)(=O)NC1=CC=CC=C1 (acetanilide dioxalate). RXN SMILES: [C:1]([NH:4][C:5]1[CH:10]=[CH:9][CH:8]=[CH:7][CH:6]=1)(=[O:3])[CH3:2].[H-].[Na+].CI.[C:15]([O-:20])(=[O:19])[C:16]([O-:18])=[O:17]>CN(C)C=O>[C:15]([OH:20])(=[O:19])[C:16]([OH:18])=[O:17].[C:15]([OH:20])(=[O:19])[C:16]([OH:18])=[O:17].[C:1]([NH:4][C:5]1[CH:10]=[CH:9][CH:8]=[CH:7][CH:6]=1)(=[O:3])[CH3:2] |f:1.2,6.7.8|. Procedure: 5 Grams of o-methoxycarbonyl- -[4-3,4-dimethoxybenzoyl)-1-piperazinyl]acetanilide was suspended in 50 ml of dimethylformamide, then 621 mg of 50% oily sodium hydride was added to the suspension and stirred at a room temperature for 1 hour. Next, under ice-cooled condition, 2.5 g of methyl iodide was added dropwise to the suspention and stirred at a room temperature for 4 hours. The solvent was removed by distillation under a reduced pressure, the residue obtained was extracted with chloroform an... Starting materials: C(C)OC(=O)C1=CC2=C(N1)SC=C2 (6H-thieno[2,3-b]pyrrole-5-carboxylic acid ethyl ester), ClN1C(CCC1=O)=O (N-chlorosuccinimide), C(Cl)(Cl)Cl (CHCl3). Run in C(C)(=O)O (acetic acid). Conditions: time 8 hour. Product: C(C)OC(=O)C1=C(C2=C(N1)SC(=C2)Cl)Cl (2,4-Dichloro-6H-thieno[2,3-b]pyrrole-5-carboxylic acid ethyl ester). Isolated yield 74.0%. As a reaction SMILES: [CH2:1]([O:3][C:4]([C:6]1[NH:10][C:9]2[S:11][CH:12]=[CH:13][C:8]=2C=1)=[O:5])[CH3:2].[Cl:14]N1C(=O)CCC1=O.[CH:22]([Cl:25])(Cl)Cl>C(O)(=O)C>[CH2:1]([O:3][C:4]([C:6]1[NH:10][C:9]2[S:11][C:12]([Cl:14])=[CH:13][C:8]=2[C:22]=1[Cl:25])=[O:5])[CH3:2]. Procedure details: To a 0° C. solution of 6H-thieno[2,3-b]pyrrole-5-carboxylic acid ethyl ester (180 mg, 0.92 mmol) in acetic acid (2 mL) and CHCl3 (2 mL) was added N-chlorosuccinimide (294 mg, 2.2 mmol) over 30 min. The reaction mixture was slowly allowed to warm to room temperature over several hours, stirred overnight, concentrated to remove the chloroform, diluted with water, basified with 5 N NaOH, and extracted with ethyl acetate. The combined organic phases were washed with saturated aqueous NaHCO3, dried o... Reported procedure: A suitable reactor is charged with acetone (38 mL). The acetone solution is sequentially charged with carvedilol (11.08 grams) and water (8 mL). Upon addition of the water, the slurry dissolves completely with heating. To the solution, 1N Mandelic acid in methanol (1 Equiv. 27.3 mL.) is added. The resulting mixture is stirred at the range between 17° C. and 35° C., and the solid precipitate is formed over 10 hours to 24 hours. Later, the mixture filtered and the cake is washed with a mixture of ... Yield: 54.5%. The reactants are CC(=O)C (acetone), COC=1C=CC=CC1OCCNCC(COC=2C=CC=C3C2C=4C=CC=CC4N3)O (carvedilol), O (water), CC(=O)C (acetone), O (water), C(C(O)C1=CC=CC=C1)(=O)O (Mandelic acid). Yields the product COC=1C=CC=CC1OCCNCC(COC=2C=CC=C3C2C=4C=CC=CC4N3)O.C(C(O)C1=CC=CC=C1)(=O)[O-] (Carvedilol Mandelate). The solvent is CO (methanol). Reaction SMILES: CC(C)=O.[CH3:5][O:6][C:7]1[CH:8]=[CH:9][CH:10]=[CH:11][C:12]=1[O:13][CH2:14][CH2:15][NH:16][CH2:17][CH:18]([OH:34])[CH2:19][O:20][C:21]1[CH:22]=[CH:23][CH:24]=[C:25]2[NH:33][C:32]3[CH:31]=[CH:30][CH:29]=[CH:28][C:27]=3[C:26]=12.O.[C:36]([OH:46])(=[O:45])[CH:37]([C:39]1[CH:44]=[CH:43][CH:42]=[CH:41][CH:40]=1)[OH:38]>CO>[CH3:5][O:6][C:7]1[CH:8]=[CH:9][CH:10]=[CH:11][C:12]=1[O:13][CH2:14][CH2:15][NH:16][CH2:17][CH:18]([OH:34])[CH2:19][O:20][C:21]1[CH:22]=[CH:23][CH:24]=[C:25]2[NH:33][C:32]3[CH:31]=[CH:30][CH:29]=[CH:28][C:27]=3[C:26]=12.[C:36]([O-:46])(=[O:45])[CH:37]([C:39]1[CH:44]=[CH:43][CH:42]=[CH:41][CH:40]=1)[OH:38] |f:5.6|. The reactants are CC(C)S(=O)(=O)NC(=O)Nc1ccc(-c2c(C#N)c3ccc(O)cc3n2C2CCC2)cc1, O=C([O-])[O-], Clc1ncccn1, [Cs+], [Cs+], CN(C)C=O, O. Product: CC(C)S(=O)(=O)NC(=O)Nc1ccc(-c2c(C#N)c3ccc(Oc4ncccn4)cc3n2C2CCC2)cc1. RXN SMILES: [C:1](#[N:2])[c:3]1[c:4](-[c:17]2[cH:18][cH:19][c:20]([NH:23][C:24](=[O:25])[NH:26][S:27](=[O:28])(=[O:29])[CH:30]([CH3:31])[CH3:32])[cH:21][cH:22]2)[n:5]([CH:13]2[CH2:14][CH2:15][CH2:16]2)[c:6]2[cH:7][c:8]([OH:12])[cH:9][cH:10][c:11]12.[C:33](=[O:34])([O-:35])[O-:36].[Cl:39][c:40]1[n:41][cH:42][cH:43][cH:44][n:45]1.[Cs+:37].[Cs+:38].[O:47]=[CH:48][N:49]([CH3:50])[CH3:51].[OH2:46]>>[C:1](#[N:2])[c:3]1[c:4](-[c:17]2[cH:18][cH:19][c:20]([NH:23][C:24](=[O:25])[NH:26][S:27](=[O:28])(=[O:29])[CH:30]([CH3:31])[CH3:32])[cH:21][cH:22]2)[n:5]([CH:13]2[CH2:14][CH2:15][CH2:16]2)[c:6]2[cH:7][c:8]([O:12][c:40]3[n:41][cH:42][cH:43][cH:44][n:45]3)[cH:9][cH:10][c:11]12. Reactants: C(C)OS(=O)(=O)OCC (diethylsulphate), C(CC)N(CCC)CCC (tri-n-propylamine), O1C(=CC=C1)C(C(=O)O)=C (furanylacrylic acid), CC(=O)C (acetone). Product: O1C(=CC=C1)C=CC(=O)OCC (ethyl 3-(2-furanyl)acrylate). Reaction SMILES: C(OS([O:7][CH2:8][CH3:9])(=O)=O)C.C(N(CCC)CCC)CC.[O:20]1[CH:24]=[CH:23][CH:22]=[C:21]1[C:25](=[CH2:29])C(O)=O.C[C:31](C)=[O:32]>>[O:20]1[CH:24]=[CH:23][CH:22]=[C:21]1[CH:25]=[CH:29][C:31]([O:7][CH2:8][CH3:9])=[O:32]. Procedure details: A mixture of diethylsulphate (57.41 g) and tri-n-propylamine was added dropwise with stirring to a solution of furanylacrylic acid (34.53 g) in acetone (150 ml). When the addition was complete the mixture was refluxed for six hours. The acetone was evaporated at reduced pressure. The resultant oily residue was dissolved in ethyl acetate, washed with aqueous sodium bicarbonate solution dried (MgSO4) and the solvent evaporated to yield ethyl 3-(2-furanyl)acrylate (46.7 g) as a brown oil.